This data is from the Open Reaction Database (ORD), a public repository of structured organic reaction records. The task is: describe an organic reaction: reactants, conditions, products, and yield Reactants: CC(C(=O)N1C(=O)OCC1Cc1ccccc1)C(O)c1ccc(Cl)cc1, C1CCOC1, [Li+], [Na+], [Na+], [OH-], O, O, OO, O=S([O-])[O-]. Product: CC(C(=O)O)C(O)c1ccc(Cl)cc1. As a reaction SMILES: [CH2:1]([CH:2]1[CH2:3][O:4][C:5](=[O:6])[N:7]1[C:14]([CH:15]([CH:16]([OH:17])[c:18]1[cH:19][cH:20][c:21]([Cl:24])[cH:22][cH:23]1)[CH3:25])=[O:26])[c:8]1[cH:9][cH:10][cH:11][cH:12][cH:13]1.[CH2:38]1[O:39][CH2:40][CH2:41][CH2:42]1.[Li+:30].[Na+:35].[Na+:36].[OH-:29].[OH2:37].[OH2:43].[OH:27][OH:28].[S:31](=[O:32])([O-:33])[O-:34]>>[C:14]([CH:15]([CH:16]([OH:17])[c:18]1[cH:19][cH:20][c:21]([Cl:24])[cH:22][cH:23]1)[CH3:25])([OH:26])=[O:32]. Starting materials: CCCc1ccc(C(=O)OCC)n1Cc1ccc(-c2ccccc2C(=O)OC(C)(C)C)cc1, O=CO, O. The product is CCCc1ccc(C(=O)OCC)n1Cc1ccc(-c2ccccc2C(=O)O)cc1. RXN SMILES: [CH2:1]([CH2:2][CH3:3])[c:4]1[cH:5][cH:6][c:7]([C:29](=[O:30])[O:31][CH2:32][CH3:33])[n:8]1[CH2:9][c:10]1[cH:11][cH:12][c:13](-[c:16]2[c:17]([C:22](=[O:23])[O:24][C:25]([CH3:26])([CH3:27])[CH3:28])[cH:18][cH:19][cH:20][cH:21]2)[cH:14][cH:15]1.[CH:34]([OH:35])=[O:36].[OH2:37]>>[CH2:1]([CH2:2][CH3:3])[c:4]1[cH:5][cH:6][c:7]([C:29](=[O:30])[O:31][CH2:32][CH3:33])[n:8]1[CH2:9][c:10]1[cH:11][cH:12][c:13](-[c:16]2[c:17]([C:22](=[O:23])[OH:24])[cH:18][cH:19][cH:20][cH:21]2)[cH:14][cH:15]1. Reactants: CN=C=O, CCOC(C)=O, C1COCCO1, O=C1c2ccc(OCCNO)cc2CCN1CCCc1ccccc1. Product: CNC(=O)N(O)CCOc1ccc2c(c1)CCN(CCCc1ccccc1)C2=O. RXN SMILES: [CH3:26][N:27]=[C:28]=[O:29].[CH3:36][CH2:37][O:38][C:39]([CH3:40])=[O:41].[O:30]1[CH2:31][CH2:32][O:33][CH2:34][CH2:35]1.[c:1]1([CH2:7][CH2:8][CH2:9][N:10]2[C:11](=[O:25])[c:12]3[cH:13][cH:14][c:15]([O:20][CH2:21][CH2:22][NH:23][OH:24])[cH:16][c:17]3[CH2:18][CH2:19]2)[cH:2][cH:3][cH:4][cH:5][cH:6]1>>[c:1]1([CH2:7][CH2:8][CH2:9][N:10]2[C:11](=[O:25])[c:12]3[cH:13][cH:14][c:15]([O:20][CH2:21][CH2:22][N:23]([OH:24])[C:28]([NH:27][CH3:26])=[O:29])[cH:16][c:17]3[CH2:18][CH2:19]2)[cH:2][cH:3][cH:4][cH:5][cH:6]1. The reactants are NC1=NC=NC(=C1C=O)N1CCC(CC1)C=1N(C=C(N1)C1=CC(=C(C=C1)F)C(F)(F)F)C (4-amino-6-(4-{4-[4-fluoro-3-(trifluoromethyl)phenyl]-1-methyl-1H-imidazol-2-yl}piperidin-1-yl)pyrimidine-5-carbaldehyde), [BH4-].[Na+] (sodium borohydride). Run in CCO (EtOH). Yields the product NC1=NC=NC(=C1CO)N1CCC(CC1)C=1N(C=C(N1)C1=CC(=C(C=C1)F)C(F)(F)F)C ((4-Amino-6-{4-[4-(4-fluoro-3-trifluoromethyl-phenyl)-1-methyl-1H-imidazol-2-yl]-piperidin-1-yl}-pyrimidin-5-yl)-methanol). The yield is 65.0%. Reaction SMILES: [NH2:1][C:2]1[C:7]([CH:8]=[O:9])=[C:6]([N:10]2[CH2:15][CH2:14][CH:13]([C:16]3[N:17]([CH3:32])[CH:18]=[C:19]([C:21]4[CH:26]=[CH:25][C:24]([F:27])=[C:23]([C:28]([F:31])([F:30])[F:29])[CH:22]=4)[N:20]=3)[CH2:12][CH2:11]2)[N:5]=[CH:4][N:3]=1.[BH4-].[Na+]>CCO>[NH2:1][C:2]1[C:7]([CH2:8][OH:9])=[C:6]([N:10]2[CH2:15][CH2:14][CH:13]([C:16]3[N:17]([CH3:32])[CH:18]=[C:19]([C:21]4[CH:26]=[CH:25][C:24]([F:27])=[C:23]([C:28]([F:31])([F:30])[F:29])[CH:22]=4)[N:20]=3)[CH2:12][CH2:11]2)[N:5]=[CH:4][N:3]=1 |f:1.2|. Reported procedure: The reaction mixture of 4-amino-6-(4-{4-[4-fluoro-3-(trifluoromethyl)phenyl]-1-methyl-1H-imidazol-2-yl}piperidin-1-yl)pyrimidine-5-carbaldehyde (23.00 mg; 0.05 mmol; 1.0 eq.) and sodium borohydride (7.8 mg; 0.21 mmol; 4.0 eq.) in EtOH (2.00 ml) was stirred at room temperature over weekend. The reaction mixture was workup and purified by reverse phase chromatography (Yamazen, acetonitrile/0.1% NH4OH in water). The pure fractions were lyophilized to afford the title compound in 65% yield. LC-MS: (... Reactants: ClC1=C(C(=CC(=C1)C)C)N1C2=C(CCC1)C(N(N2)C)=O (7-(2-chloro-4,6-dimethylphenyl)-2-methyl-1,2,4,5,6,7-hexahydropyrazolo[3,4-b]pyridin-3-one), COC1=CC(=C(C=C1)N1C2=C(CCC1)C(N(N2)C)=O)C (7-(4-methoxy-2-methyl-phenyl)-2-methyl-1,2,4,5,6,7-hexahydro-pyrazolo[3,4-b]pyridin-3-one). Product: Cl.CC1=C(C=CC(=C1)OC)N1C=2C(CCC1)=C(N(N2)C)OC(CCC)CCC (7-(2-methyl-4-methoxyphenyl)-2-methyl-3-(1-propylbutoxy)-4,5,6,7-tetrahydro-2H-pyrazolo[3,4-b]pyridine hydrochloride). RXN SMILES: [Cl:1][C:2]1[CH:7]=[C:6]([CH3:8])[CH:5]=[C:4](C)[C:3]=1N1CCCC2C(=O)N(C)NC1=2.[CH3:21][O:22][C:23]1[CH:28]=[CH:27][C:26]([N:29]2[CH2:34][CH2:33][CH2:32][C:31]3[C:35](=[O:39])[N:36]([CH3:38])[NH:37][C:30]2=3)=[C:25]([CH3:40])[CH:24]=1>>[ClH:1].[CH3:40][C:25]1[CH:24]=[C:23]([O:22][CH3:21])[CH:28]=[CH:27][C:26]=1[N:29]1[CH2:34][CH2:33][CH2:32][C:31]2=[C:35]([O:39][CH:2]([CH2:7][CH2:6][CH3:8])[CH2:3][CH2:4][CH3:5])[N:36]([CH3:38])[N:37]=[C:30]12 |f:2.3|. Procedure: Example 12c was prepared according to the procedure described in Example 12a, except that 7-(2-chloro-4,6-dimethylphenyl)-2-methyl-1,2,4,5,6,7-hexahydropyrazolo[3,4-b]pyridin-3-one was replaced by 7-(4-methoxy-2-methyl-phenyl)-2-methyl-1,2,4,5,6,7-hexahydro-pyrazolo[3,4-b]pyridin-3-one. Reactants: [K] (potassium), C(C)C1(C(C2(C(NC(N2)=O)=O)CC(N1)(C)CC)C)C (7,9-diethyl-6,7,9-trimethyl-1,3,8-triazaspiro[4.5]decane-2,4-dione), C(C)C1(C(C2(C(NC(N2)=O)=O)CC(N1)(C)CC)C)C (7,9-diethyl-6,7,9-trimethyl-1,3,8-triazaspiro[4.5]decane-2,4-dione), C(CCCCCCC)Br (octyl bromide). Run in CN(C=O)C (dimethylformamide). Conditions: temperature 60 celsius, time 2 hour. Yields the product C(C)C1(C(C2(C(N(C(N2)=O)CCCCCCCC)=O)CC(N1)(C)CC)C)C (7,9-diethyl-6,7,9-trimethyl-3-octyl-1,3,8-triazaspiro[4.5]decane-2,4-dione). RXN SMILES: [K].[CH2:2]([C:4]1([CH3:20])[NH:15][C:14]([CH2:17][CH3:18])([CH3:16])[CH2:13][C:6]2([NH:10][C:9](=[O:11])[NH:8][C:7]2=[O:12])[CH:5]1[CH3:19])[CH3:3].[CH2:21](Br)[CH2:22][CH2:23][CH2:24][CH2:25][CH2:26][CH2:27][CH3:28]>CN(C)C=O>[CH2:2]([C:4]1([CH3:20])[NH:15][C:14]([CH2:17][CH3:18])([CH3:16])[CH2:13][C:6]2([NH:10][C:9](=[O:11])[N:8]([CH2:21][CH2:22][CH2:23][CH2:24][CH2:25][CH2:26][CH2:27][CH3:28])[C:7]2=[O:12])[CH:5]1[CH3:19])[CH3:3] |^1:0|. Procedure: To 70 ml of dimethylformamide were added 8 g of the potassium salt of 7,9-diethyl-6,7,9-trimethyl-1,3,8-triazaspiro[4.5]decane-2,4-dione (Compound 1) and 5.2 g of octyl bromide; the mixture was heated, with stirring, at 60° C for 2 hours. The reaction mixture was then concentrated by evaporation under reduced pressure, and benzene was added to the residue. The resulting benzene solution was washed with water and then dried over magnesium sulphate. After removing the benzene, the resulting oily p...